From a dataset of the Open Reaction Database (ORD), a public repository of structured organic reaction records. describe an organic reaction: reactants, conditions, products, and yield The reactants are FC=1C(=NC(=NC1)NCCN1N=NC=C1)C1=CC2=C(S1)C(=CC=C2)B2OC(C(O2)(C)C)(C)C ({5-fluoro-4-[7-(4,4,5,5-tetramethyl-[1,3,2]dioxaborolan-2-yl)-benzo[b]thiophen-2-yl]-pyrimidin-2-yl}-(2-[1,2,3]triazol-1-yl-ethyl)-amine), C([O-])([O-])=O.[K+].[K+] (potassium carbonate), C(Cl)(Cl)Cl.CC(C)O (chloroform IPA), FC1=CNC2=NC=CC(=C21)Br (3-fluoro-4-bromo-1H-pyrrolo[2,3-b]pyridine), C([O-])([O-])=O.[Na+].[Na+] (sodium carbonate), O.O.O.O.O.O.O.O.[OH-].[Ba+2].[OH-] (barium hydroxide octahydrate), C([O-])(O)=O.[Na+] (sodium bicarbonate). Reagents/catalysts: C1=CC=C(C=C1)P([C-]2C=CC=C2)C3=CC=CC=C3.C1=CC=C(C=C1)P([C-]2C=CC=C2)C3=CC=CC=C3.Cl[Pd]Cl.[Fe+2] (Pd(dppf)Cl2). Run in O (water), CN(C)C=O (DMF), C1CCOC1 (THF), mixed solvent, O1CCOCC1 (dioxane), CS(=O)C (DMSO), CC#N (CH3CN). Reaction conditions: temperature 80 celsius. Yields the product N1(N=NC=C1)CCNC1=NC=C(C(=N1)C1=CC2=C(S1)C(=CC=C2)C2=C1C(=NC=C2F)NC=C1)F (N-(2-(1H-1,2,3-Triazol-1-yl)ethyl)-5-fluoro-4-(7-(5-fluoro-1H-pyrrolo[2,3-b]pyridin-4-yl)benzo[b]thiophen-2-yl)pyrimidin-2-amine). Isolated yield 47.0%. RXN SMILES: [F:1][C:2]1[C:3]([C:16]2[S:20][C:19]3[C:21](B4OC(C)(C)C(C)(C)O4)=[CH:22][CH:23]=[CH:24][C:18]=3[CH:17]=2)=[N:4][C:5]([NH:8][CH2:9][CH2:10][N:11]2[CH:15]=[CH:14][N:13]=[N:12]2)=[N:6][CH:7]=1.[F:34][C:35]1C2[C:38](=[N:39][CH:40]=CC=2Br)[NH:37][CH:36]=1.O.O.O.O.O.O.O.O.[OH-].[Ba+2].[OH-].C(=O)([O-])[O-].[Na+].[Na+].C(=O)([O-])[O-].[K+].[K+].C(=O)(O)[O-].[Na+].C(Cl)(Cl)Cl.[CH3:77][CH:78](O)[CH3:79]>C1C=CC(P(C2C=CC=CC=2)[C-]2C=CC=C2)=CC=1.C1C=CC(P(C2C=CC=CC=2)[C-]2C=CC=C2)=CC=1.Cl[Pd]Cl.[Fe+2].O.CC#N.CS(C)=O.C1COCC1.O1CCOCC1.CN(C=O)C>[N:11]1([CH2:10][CH2:9][NH:8][C:5]2[N:4]=[C:3]([C:16]3[S:20][C:19]4[C:21]([C:77]5[C:35]([F:34])=[CH:36][N:37]=[C:38]6[NH:39][CH:40]=[CH:79][C:78]=56)=[CH:22][CH:23]=[CH:24][C:18]=4[CH:17]=3)[C:2]([F:1])=[CH:7][N:6]=2)[CH:15]=[CH:14][N:13]=[N:12]1 |f:2.3.4.5.6.7.8.9.10.11.12,13.14.15,16.17.18,19.20,21.22,23.24.25.26|. Procedure: Combine {5-fluoro-4-[7-(4,4,5,5-tetramethyl-[1,3,2]dioxaborolan-2-yl)-benzo[b]thiophen-2-yl]-pyrimidin-2-yl}-(2-[1,2,3]triazol-1-yl-ethyl)-amine (0.105 g, 0.23 mmol), 3-fluoro-4-bromo-1H-pyrrolo[2,3-b]pyridine (51 mg, 0.30 mmol), barium hydroxide octahydrate (0.21 g, 0.68 mmol, alternatively sodium carbonate, potassium carbonate, sodium bicarbonate), Pd(dppf)Cl2 (20 mg, 0.025 mmol) in 2 mL of mixed solvent of DMF (alternatively dioxane, THF, DMSO, and CH3CN) and water (4/1, v/v). Heat the reacti... Reactants: O (water), C([O-])([O-])=O.[K+].[K+] (potassium carbonate), S(=O)(=O)(OC)OC (dimethyl sulfate), FC1=C(C=CC(=C1)F)NC1=C(C(=O)OC)C=C(C(=N1)O)F (methyl 2-(2,4-difluorophenylamino)-5-fluoro-6-hydroxynicotinate). Run in C(C)(=O)OCC (ethyl acetate), CN(C=O)C (N,N-dimethylformamide), C(C)(C)O (isopropyl alcohol). The product is FC1=C(C=CC(=C1)F)NC1=C(C(=O)OC)C=C(C(=N1)OC)F (methyl 2-(2,4-difluorophenylamino)-5-fluoro-6-methoxynicotinate). Isolated yield 86.0%. RXN SMILES: [F:1][C:2]1[CH:7]=[C:6]([F:8])[CH:5]=[CH:4][C:3]=1[NH:9][C:10]1[N:19]=[C:18]([OH:20])[C:17]([F:21])=[CH:16][C:11]=1[C:12]([O:14][CH3:15])=[O:13].[C:22](=O)([O-])[O-].[K+].[K+].S(OC)(OC)(=O)=O.O>CN(C)C=O.C(O)(C)C.C(OCC)(=O)C>[F:1][C:2]1[CH:7]=[C:6]([F:8])[CH:5]=[CH:4][C:3]=1[NH:9][C:10]1[N:19]=[C:18]([O:20][CH3:22])[C:17]([F:21])=[CH:16][C:11]=1[C:12]([O:14][CH3:15])=[O:13] |f:1.2.3|. Reported procedure: In 5 ml of N,N-dimethylformamide was dissolved 200 mg of methyl 2-(2,4-difluorophenylamino)-5-fluoro-6-hydroxynicotinate, and to the resulting solution were added 110 mg of potassium carbonate and 93 mg of dimethyl sulfate at room temperature, after which the resulting mixture was subjected to reaction at the same temperature for 2 hours. Subsequently, 20 ml of water and 20 ml of ethyl acetate were added to the reaction mixture, and the organic layer was then separated, washed successively with ...